This data is from the Open Reaction Database (ORD), a public repository of structured organic reaction records. The task is: describe an organic reaction: reactants, conditions, products, and yield Product: C(C)(=O)NCCC1=CC(=C(C(=C1)C)C1=C2CC[C@H](C2=C(C=C1)F)OC1=CC2=C([C@@H](CO2)CC(=O)OC)C=C1)C (Methyl 2-((S)-6-((R)-4-(4-(2-acetamidoethyl)-2,6-dimethylphenyl)-7-fluoro-2,3-dihydro-1H-inden-1-yloxy)-2,3-dihydrobenzofuran-3-yl)acetate). Reaction SMILES: [F:1][C:2]1[CH:3]=[CH:4][C:5](B2OC(C)(C)C(C)(C)O2)=[C:6]2[C:10]=1[C@H:9]([O:11][C:12]1[CH:25]=[CH:24][C:15]3[C@H:16]([CH2:19][C:20]([O:22][CH3:23])=[O:21])[CH2:17][O:18][C:14]=3[CH:13]=1)[CH2:8][CH2:7]2.Br[C:36]1[C:47]([CH3:48])=[CH:46][C:39]([CH2:40][CH2:41][NH:42][C:43](=[O:45])[CH3:44])=[CH:38][C:37]=1[CH3:49].BrC1C=CC(F)=C2C=1CC[C@H]2OC1C=CC2[C@H](CC(OC)=O)COC=2C=1>>[C:43]([NH:42][CH2:41][CH2:40][C:39]1[CH:38]=[C:37]([CH3:49])[C:36]([C:5]2[CH:4]=[CH:3][C:2]([F:1])=[C:10]3[C:6]=2[CH2:7][CH2:8][C@H:9]3[O:11][C:12]2[CH:25]=[CH:24][C:15]3[C@H:16]([CH2:19][C:20]([O:22][CH3:23])=[O:21])[CH2:17][O:18][C:14]=3[CH:13]=2)=[C:47]([CH3:48])[CH:46]=1)(=[O:45])[CH3:44]. Reactants: FC=1C=CC(=C2CC[C@H](C12)OC1=CC2=C([C@@H](CO2)CC(=O)OC)C=C1)B1OC(C(O1)(C)C)(C)C (methyl 2-((S)-6-((R)-7-fluoro-4-(4,4,5,5-tetramethyl-1,3,2-dioxaborolan-2-yl)-2,3-dihydro-1H-inden-1-yloxy)-2,3-dihydrobenzofuran-3-yl)acetate), BrC1=C(C=C(CCNC(C)=O)C=C1C)C (N-(4-bromo-3,5-dimethylphenethyl)acetamide), BrC1=C2CC[C@H](C2=C(C=C1)F)OC1=CC2=C([C@@H](CO2)CC(=O)OC)C=C1 (Methyl 2-((S)-6-((R)-4-bromo-7-fluoro-2,3-dihydro-1H-inden-1-yloxy)-2,3-dihydrobenzofuran-3-yl)acetate). Reported procedure: The title compound is prepared from methyl 2-((S)-6-((R)-7-fluoro-4-(4,4,5,5-tetramethyl-1,3,2-dioxaborolan-2-yl)-2,3-dihydro-1H-inden-1-yloxy)-2,3-dihydrobenzofuran-3-yl)acetate and N-(4-bromo-3,5-dimethylphenethyl)acetamide following a procedure analogous to that described in Step 5 of Intermediate 1. LC (method 8): tR=0.53 min; Mass spectrum (ESI+): m/z=532 [M+H]+. Starting materials: CN1N=C(C=C1[N+](=O)[O-])C#N (1-methyl-5-nitro-1H-pyrazole-3-carbonitrile), Cl.NO (hydroxylamine hydrochloride), C([O-])([O-])=O.[K+].[K+] (potassium carbonate). Run in CCO (EtOH). The product is ON=C(N)C1=NN(C(=C1)[N+](=O)[O-])C (N′-hydroxy-1-methyl-5-nitro-1H-pyrazole-3-carboximidamide). Isolated yield 28.4%. RXN SMILES: [CH3:1][N:2]1[C:6]([N+:7]([O-:9])=[O:8])=[CH:5][C:4]([C:10]#[N:11])=[N:3]1.Cl.[NH2:13][OH:14].C(=O)([O-])[O-].[K+].[K+]>CCO>[OH:14][N:13]=[C:10]([C:4]1[CH:5]=[C:6]([N+:7]([O-:9])=[O:8])[N:2]([CH3:1])[N:3]=1)[NH2:11] |f:1.2,3.4.5|. Reported procedure: To a solution of 1-methyl-5-nitro-1H-pyrazole-3-carbonitrile (2.4 g, 15.8 mmol, Princeton) and hydroxylamine hydrochloride (3.29 g, 47.3 mmol) in EtOH (0.50 mL) was added potassium carbonate (10.9 g, 79 mmol) and the mixture was refluxed for about 2 h. The reaction mixture was filtered hot and the collected solid was rinsed with EtOH (50 mL) and then MeOH (100 mL). The filtrate was concentrated under reduced pressure. The crude material was partitioned between DCM (40 mL) and water (20 mL). The ... The reactants are N1=CC=CC=C1 (pyridine), C(C)OC(=O)N1[C@H](C[C@H](C2=CC3=C(C=C12)CCC3)NCC3=CC(=CC(=C3)C(F)(F)F)C(F)(F)F)C (cis-4-(3,5-Bis-trifluoromethyl-benzylamino)-2-methyl-2,3,4,6,7,8-hexahydro-cyclopenta[g]quinoline-1-carboxylic acid ethyl ester), ClC(=O)OC (methyl chloroformate). Run in C(Cl)(Cl)Cl (chloroform), ClCCl (dichloromethane). Reaction conditions: temperature 0 celsius, time 1 hour. Product: C(C)OC(=O)N1[C@H](C[C@H](C2=CC3=C(C=C12)CCC3)N(C(=O)OC)CC3=CC(=CC(=C3)C(F)(F)F)C(F)(F)F)C (cis-4-[(3,5-Bis-trifluoromethyl-benzyl)-methoxycarbonyl-amino]-2-methyl-2,3,4,6,7,8-hexahydro-cyclopenta[g]quinoline-1-carboxylic acid ethyl ester). Yield: 70.2%. As a reaction SMILES: [CH2:1]([O:3][C:4]([N:6]1[C:15]2[C:10](=[CH:11][C:12]3[CH2:18][CH2:17][CH2:16][C:13]=3[CH:14]=2)[C@H:9]([NH:19][CH2:20][C:21]2[CH:26]=[C:25]([C:27]([F:30])([F:29])[F:28])[CH:24]=[C:23]([C:31]([F:34])([F:33])[F:32])[CH:22]=2)[CH2:8][C@@H:7]1[CH3:35])=[O:5])[CH3:2].N1C=CC=CC=1.Cl[C:43]([O:45][CH3:46])=[O:44]>ClCCl.C(Cl)(Cl)Cl>[CH2:1]([O:3][C:4]([N:6]1[C:15]2[C:10](=[CH:11][C:12]3[CH2:18][CH2:17][CH2:16][C:13]=3[CH:14]=2)[C@H:9]([N:19]([CH2:20][C:21]2[CH:22]=[C:23]([C:31]([F:34])([F:32])[F:33])[CH:24]=[C:25]([C:27]([F:28])([F:29])[F:30])[CH:26]=2)[C:43]([O:45][CH3:46])=[O:44])[CH2:8][C@@H:7]1[CH3:35])=[O:5])[CH3:2]. Procedure details: cis-4-(3,5-Bis-trifluoromethyl-benzylamino)-2-methyl-2,3,4,6,7,8-hexahydro-cyclopenta[g]quinoline-1-carboxylic acid ethyl ester (Example 4) (1.30 g, 2.55 mmol) was dissolved in anhydrous dichloromethane (100 mL), and pyridine (2.05 mL, 25.5 mmol) was added. The mixture was cooled to 0° C., and methyl chloroformate (1.97 mL, 25.5 mmol) was slowly added over 20 min. The reaction was stirred at 0° C. for 1 h, then at room temperature for 18 h. The reaction mixture was then diluted with chloroform, ... The reactants are COC(=O)C1=C2OC(OC2=C(C=2OC(OC21)(C)C)C(O)(C2=C1C(SC(S1)(C)C)=C(C1=C2SC(S1)(C)C)C(=O)OC)C1=C2C(OC(O2)(C)C)=C(C2=C1OC(O2)(C)C)C(=O)OC)(C)C (Bis-(8-methoxycarbonyl-2,2,6,6-tetramethylbenzo[1,2-d:4,5-d']-bis(1,3)dioxol-4-yl)-mono-(8-methoxycarbonyl-2,2,6,6-tetramethylbenzo[1,2-d:4,5-d']-bis(1,3)dithiol-4-yl)methanol), B(F)(F)F.CCOCC (BF3.Et2O), [Sn](Cl)Cl (tin(II) chloride). The reagents and catalysts are [Zn] (zinc). Yields the product COC(=O)C1=C2OC(OC2=C(C=2OC(OC21)(C)C)C(C2=C1C(SC(S1)(C)C)=C(C1=C2SC(S1)(C)C)C(=O)OC)C1=C2C(OC(O2)(C)C)=C(C2=C1OC(O2)(C)C)C(=O)OC)(C)C (Bis-(8-methoxycarbonyl-2,2,6,6-tetramethylbenzo[1,2-d:4,5-d']-bis (1,3) dioxol-4-yl)-mono-(8-methoxycarbonyl-2,2,6,6-tetramethylbenzo[1,2-d:4,5-d']-bis(1,3)dithiol-4-yl) methane). As a reaction SMILES: [CH3:1][O:2][C:3]([C:5]1[C:16]2[O:15][C:14]([CH3:18])([CH3:17])[O:13][C:12]=2[C:11]([C:19]([C:41]2[C:51]3[O:52][C:53]([CH3:56])([CH3:55])[O:54][C:50]=3[C:49]([C:57]([O:59][CH3:60])=[O:58])=[C:43]3[O:44][C:45]([CH3:48])([CH3:47])[O:46][C:42]=23)([C:21]2[C:31]3[S:32][C:33]([CH3:36])([CH3:35])[S:34][C:30]=3[C:29]([C:37]([O:39][CH3:40])=[O:38])=[C:23]3[S:24][C:25]([CH3:28])([CH3:27])[S:26][C:22]=23)O)=[C:10]2[C:6]=1[O:7][C:8]([CH3:62])([CH3:61])[O:9]2)=[O:4].B(F)(F)F.CCOCC.[Sn](Cl)Cl>[Zn]>[CH3:60][O:59][C:57]([C:49]1[C:50]2[O:54][C:53]([CH3:55])([CH3:56])[O:52][C:51]=2[C:41]([CH:19]([C:11]2[C:12]3[O:13][C:14]([CH3:18])([CH3:17])[O:15][C:16]=3[C:5]([C:3]([O:2][CH3:1])=[O:4])=[C:6]3[O:7][C:8]([CH3:61])([CH3:62])[O:9][C:10]=23)[C:21]2[C:31]3[S:32][C:33]([CH3:36])([CH3:35])[S:34][C:30]=3[C:29]([C:37]([O:39][CH3:40])=[O:38])=[C:23]3[S:24][C:25]([CH3:27])([CH3:28])[S:26][C:22]=23)=[C:42]2[C:43]=1[O:44][C:45]([CH3:48])([CH3:47])[O:46]2)=[O:58] |f:1.2|. Procedure: Bis-(8-methoxycarbonyl-2,2,6,6-tetramethylbenzo[1,2-d:4,5-d']-bis(1,3)dioxol-4-yl)-mono-(8-methoxycarbonyl-2,2,6,6-tetramethylbenzo[1,2-d:4,5-d']-bis(1,3)dithiol-4-yl)methanol (5 mg, 0.005 mmol) was dissolved in dry, degassed acetonitrile under an argon atmosphere. BF3.Et2O (2.0 μL, 0.011 mmol) and tin(II) chloride (3.0 mg, 0.016 mmol) were added. Amalgamated zinc (1.0 mg, 0.015 mmol) was added. The product was purified by flash chromatography (ether/heptane 5:1). Due to the small amount used th... The reactants are O.[OH-].[Li+] (Lithium hydroxide monohydrate), C(C)(C)(C)OC(=O)NCC1(CCN(CC1)C=1C2=C(N=CN1)NC=C2)C(=O)OCC (ethyl 4-((tert-butoxycarbonylamino)methyl)-1-(7H-pyrrolo[2,3-d]pyrimidin-4-yl)piperidine-4-carboxylate), C(C)(C)(C)OC(=O)NCC1(CCN(CC1)C=1C2=C(N=CN1)NC=C2)C(=O)OCC (ethyl 4-((tert-butoxycarbonylamino)methyl)-1-(7H-pyrrolo[2,3-d]pyrimidin-4-yl)piperidine-4-carboxylate). The solvent is O (water), C1CCOC1 (THF), C(C)O (ethanol), CCOC(=O)C (EtOAc). Reaction conditions: temperature 20 celsius, time 1 day. Yields the product C(C)(C)(C)OC(=O)NCC1(CCN(CC1)C=1C2=C(N=CN1)NC=C2)C(=O)O (4-((tert-butoxycarbonylamino)methyl)-1-(7H-pyrrolo[2,3-d]pyrimidin-4-yl)piperidine-4-carboxylic acid). Isolated yield 63.1%. Reaction SMILES: O.[OH-].[Li+].[C:4]([O:8][C:9]([NH:11][CH2:12][C:13]1([C:28]([O:30]CC)=[O:29])[CH2:18][CH2:17][N:16]([C:19]2[C:20]3[CH:27]=[CH:26][NH:25][C:21]=3[N:22]=[CH:23][N:24]=2)[CH2:15][CH2:14]1)=[O:10])([CH3:7])([CH3:6])[CH3:5]>O.C1COCC1.C(O)C.CCOC(C)=O>[C:4]([O:8][C:9]([NH:11][CH2:12][C:13]1([C:28]([OH:30])=[O:29])[CH2:14][CH2:15][N:16]([C:19]2[C:20]3[CH:27]=[CH:26][NH:25][C:21]=3[N:22]=[CH:23][N:24]=2)[CH2:17][CH2:18]1)=[O:10])([CH3:7])([CH3:5])[CH3:6] |f:0.1.2|. Reported procedure: Lithium hydroxide monohydrate (0.556 g, 13.26 mmol) was added to ethyl 4-((tert-butoxycarbonylamino)methyl)-1-(7H-pyrrolo[2,3-d]pyrimidin-4-yl)piperidine-4-carboxylate (Intermediate 11) (1.07 g, 2.65 mmol) in water (6.25 ml), THF (25 ml) and ethanol (25.00 ml). The resulting solution was stirred at 20° C. for 1 day. The reaction mixture was diluted with EtOAc (20 mL) and washed with water (20 mL). The aqueous was adjusted to pH5 with 1M citric acid solution then extracted with EtOAc (3×50 mL). T... Yields the product C=Cc1ccc(CSCCO)cc1. Starting materials: Cc1cc(C(C)(C)C)c(O)c(C(C)(C)C)c1, CCO, C=Cc1ccc(CCl)cc1, [K+], [OH-], OCCS. As a reaction SMILES: [C:3]([c:4]1[c:5]([OH:6])[c:7]([C:8]([CH3:9])([CH3:10])[CH3:11])[cH:12][c:13]([CH3:14])[cH:15]1)([CH3:16])([CH3:17])[CH3:18].[CH3:33][CH2:34][OH:35].[CH:23](=[CH2:24])[c:25]1[cH:26][cH:27][c:28]([CH2:29][Cl:30])[cH:31][cH:32]1.[K+:2].[OH-:1].[SH:19][CH2:20][CH2:21][OH:22]>>[S:19]([CH2:20][CH2:21][OH:22])[CH2:29][c:28]1[cH:27][cH:26][c:25]([CH:23]=[CH2:24])[cH:32][cH:31]1.